This data is from the Open Reaction Database (ORD), a public repository of structured organic reaction records. The task is: describe an organic reaction: reactants, conditions, products, and yield Starting materials: C[C@@H](CO)CSC1=C(C=CC=C1)O (2-(S)-methyl-3-(2-hydroxyphenylthio)propan-1-ol), [OH-].[Na+] (sodium hydroxide), COCCl (chloromethyl methyl ether). The reagents and catalysts are CCCCCCCC[N+](C)(CCCCCCCC)CCCCCCCC.[Cl-] (Aliquat 336). Run in ClCCl (dichloromethane). Run at time 24 hour. The product is C[C@@H](CO)CSC1=C(C=CC=C1)OCOC (2-(S)-Methyl-3-(2-(methoxymethoxy)-phenylthio)propan-1-ol). The yield is 37.5%. RXN SMILES: [CH3:1][C@H:2]([CH2:5][S:6][C:7]1[CH:12]=[CH:11][CH:10]=[CH:9][C:8]=1[OH:13])[CH2:3][OH:4].[OH-].[Na+].[CH3:16][O:17][CH2:18]Cl>CCCCCCCC[N+](CCCCCCCC)(CCCCCCCC)C.[Cl-].ClCCl>[CH3:1][C@H:2]([CH2:5][S:6][C:7]1[CH:12]=[CH:11][CH:10]=[CH:9][C:8]=1[O:13][CH2:16][O:17][CH3:18])[CH2:3][OH:4] |f:1.2,4.5|. Procedure details: 2.47 g (0.012 mol) of 2-(S)-methyl-3-(2-hydroxyphenylthio)propan-1-ol (XXh), 25 ml of dichloromethane, 12.5 ml (0.024 mol) of an aqueous sodium hydroxide solution (2N), 0.55 ml (0.0012 mol) of Aliquat 336 and 0.9 ml (0.012 mol) of chloromethyl methyl ether are introduced into a 100 ml round-bottomed flask. The mixture is stirred at ambient temperature for 24 hours and then the phases are separated. The organic phase is washed successively with an aqueous hydrochloric acid solution (1N), an aqueo... The reactants are Cl, CC(C)(O)Cn1c(CCC2(C)OCCO2)nc2c(N)nc3ccccc3c21, [Na+], [OH-], O. Product: CC(=O)CCc1nc2c(N)nc3ccccc3c2n1CC(C)(C)O. As a reaction SMILES: [ClH:1].[NH2:2][c:3]1[n:4][c:5]2[cH:6][cH:7][cH:8][cH:9][c:10]2[c:11]2[c:12]1[n:13][c:14]([CH2:21][CH2:22][C:23]1([CH3:28])[O:24][CH2:27][CH2:26][O:25]1)[n:15]2[CH2:16][C:17]([CH3:18])([OH:19])[CH3:20].[Na+:30].[OH-:29].[OH2:31]>>[NH2:2][c:3]1[n:4][c:5]2[cH:6][cH:7][cH:8][cH:9][c:10]2[c:11]2[c:12]1[n:13][c:14]([CH2:21][CH2:22][C:23](=[O:24])[CH3:28])[n:15]2[CH2:16][C:17]([CH3:18])([OH:19])[CH3:20]. The reactants are BrC=1C=CC(=C(CN(C2CCC(CC2)N(C(OC(C)(C)C)=O)C)C(=O)C2=C(C3=C(S2)C(=CC=C3F)F)Cl)C1)OC (tert-Butyl {4-[(5-bromo-2-methoxy-benzyl)-(3-chloro-4,7-difluoro-benzo[b]thiophene-2-carbonyl)-amino]-cyclohexyl}-methyl-carbamate), C(C)S(=O)(=O)C1=CC=C(C=C1)B(O)O (4-(ethanesulfonyl)-benzene boronic acid). Product: ClC=1C2=C(SC1C(=O)N(C1CCC(CC1)N(C(OC(C)(C)C)=O)C)CC=1C=C(C=CC1OC)C1=CC=C(C=C1)S(=O)(=O)CC)C(=CC=C2F)F (tert-Butyl {4-[(3-chloro-4,7-difluoro-benzo[b]thiophene-2-carbonyl)-(4′-ethanesulfonyl-4-methoxy-biphenyl-3-ylmethyl)-amino]-cyclohexyl}-methyl-carbamate). Reaction SMILES: Br[C:2]1[CH:3]=[CH:4][C:5]([O:39][CH3:40])=[C:6]([CH:38]=1)[CH2:7][N:8]([C:24]([C:26]1[S:30][C:29]2[C:31]([F:36])=[CH:32][CH:33]=[C:34]([F:35])[C:28]=2[C:27]=1[Cl:37])=[O:25])[CH:9]1[CH2:14][CH2:13][CH:12]([N:15]([CH3:23])[C:16](=[O:22])[O:17][C:18]([CH3:21])([CH3:20])[CH3:19])[CH2:11][CH2:10]1.[CH2:41]([S:43]([C:46]1[CH:51]=[CH:50][C:49](B(O)O)=[CH:48][CH:47]=1)(=[O:45])=[O:44])[CH3:42]>>[Cl:37][C:27]1[C:28]2[C:34]([F:35])=[CH:33][CH:32]=[C:31]([F:36])[C:29]=2[S:30][C:26]=1[C:24]([N:8]([CH2:7][C:6]1[CH:38]=[C:2]([C:49]2[CH:48]=[CH:47][C:46]([S:43]([CH2:41][CH3:42])(=[O:45])=[O:44])=[CH:51][CH:50]=2)[CH:3]=[CH:4][C:5]=1[O:39][CH3:40])[CH:9]1[CH2:10][CH2:11][CH:12]([N:15]([CH3:23])[C:16](=[O:22])[O:17][C:18]([CH3:20])([CH3:19])[CH3:21])[CH2:13][CH2:14]1)=[O:25]. Procedure details: Aryl bromide 220 (200 mg, 0.30 mmol) is coupled to 4-(ethanesulfonyl)-benzene boronic acid (65 mg, 0.30 mmol) using Method A to afford the title compound. Starting materials: C[Si](C)(C)[N-][Si](C)(C)C.[K+] (Potassium bis(trimethylsilyl)amide), ClC1=CC=C(S1)C(=O)Cl (5-Chlorothiophene-2-carbonyl chloride), [Cl-].[NH4+] (ammonium chloride), FC1=C(C=C2C(=C(NC2=C1)C)CC(=O)OCC[Si](C)(C)C)OC (2-trimethylsilylethyl (6-fluoro-5-methoxy-2-methyl-1H-indol-3-yl)acetate). Run in C1(=CC=CC=C1)C (toluene), CN(P(=O)(N(C)C)N(C)C)C (hexamethylphosphoramide), O1CCCC1 (THF), O1CCCC1 (tetrahydrofuran). Run at time 30 minute. The product is C[Si](CCOC(CC1=C(N(C2=CC(=C(C=C12)OC)F)C(=O)C=1SC(=CC1)Cl)C)=O)(C)C (2-trimethylsilylethyl-{1-[(5chlorothien-2-yl)carbonyl]-6-fluoro-5-methoxy-2-methyl-1H-indol-3-yl}acetate). RXN SMILES: [F:1][C:2]1[CH:10]=[C:9]2[C:5]([C:6]([CH2:12][C:13]([O:15][CH2:16][CH2:17][Si:18]([CH3:21])([CH3:20])[CH3:19])=[O:14])=[C:7]([CH3:11])[NH:8]2)=[CH:4][C:3]=1[O:22][CH3:23].C[Si]([N-][Si](C)(C)C)(C)C.[K+].[Cl:34][C:35]1[S:39][C:38]([C:40](Cl)=[O:41])=[CH:37][CH:36]=1.[Cl-].[NH4+]>O1CCCC1.C1(C)C=CC=CC=1.CN(C)P(N(C)C)(N(C)C)=O>[CH3:21][Si:18]([CH3:20])([CH3:19])[CH2:17][CH2:16][O:15][C:13](=[O:14])[CH2:12][C:6]1[C:5]2[C:9](=[CH:10][C:2]([F:1])=[C:3]([O:22][CH3:23])[CH:4]=2)[N:8]([C:40]([C:38]2[S:39][C:35]([Cl:34])=[CH:36][CH:37]=2)=[O:41])[C:7]=1[CH3:11] |f:1.2,4.5|. Procedure: In a dry flask 2-trimethylsilylethyl (6-fluoro-5-methoxy-2-methyl-1H-indol-3-yl)acetate (4, R1=H=B, R2=CH3, R3=F, R4=CH2CH2Si(CH3)3), (1.0 g, 2.96 mmol) was dissolved in tetrahydrofuran (THF) (10 mL) and hexamethylphosphoramide (HMPA) (1 mL) and cooled to −78° C. Potassium bis(trimethylsilyl)amide 0.5M in toluene (6.52 mL) was added and the reaction was stirred for 30 minutes. 5-Chlorothiophene-2-carbonyl chloride (562 mg, 3.1 mmol) in 3 mL of THF was added and the reaction was stirred for 0.5 h... The reactants are N1C(CCC1)C(=O)O (2-Pyrrolidine carboxylic acid), BrC1=CC=CC(=N1)C=O (6-bromo-2-pyridine-carboxaldehyde). Yields the product BrC1=CC=CC(=N1)CN1C(CCC1)C(=O)O (1-(6-bromopyridin-2-ylmethyl)-pyrrolidine-2-carboxylic acid). RXN SMILES: [NH:1]1[CH2:5][CH2:4][CH2:3][CH:2]1[C:6]([OH:8])=[O:7].[Br:9][C:10]1[N:15]=[C:14]([CH:16]=O)[CH:13]=[CH:12][CH:11]=1>>[Br:9][C:10]1[N:15]=[C:14]([CH2:16][N:1]2[CH2:5][CH2:4][CH2:3][CH:2]2[C:6]([OH:8])=[O:7])[CH:13]=[CH:12][CH:11]=1. Reported procedure: 15] 2-Pyrrolidine carboxylic acid (0.68 g, 5.92 mmol) was added to a solution of 6-bromo-2-pyridine-carboxaldehyde (1.0 g, 5.38 mmol) to give 1-(6-bromopyridin-2-ylmethyl)-pyrrolidine-2-carboxylic acid as a white solid. MS m/z: 285.1 (M+H). Calc'd for C11H13BrN2O2—285.14. Procedure: Into 20 ml of dichloromethane, 0.19 g (1.1 mmol) of (E) 3-(2-aminophenyl)-2-methyl-2-propenoic acid and 0.18 g of p-nitrophenol (manufactured by Wako Pure Chemical Industries, Ltd.) were dissolved; and 10 mg of dimethylaminopyridine (manufactured by Wako Pure Chemical Industries, Ltd.) were added thereto. While the mixture was stirred under cooling with ice, 0.41 g of 1-ethyl-3-(3-dimethylaminopropyl)-carbodiimide hydrochloride (EDC-HCl) (manufactured by Wako Pure Chemical Industries, Ltd.) was ... The product is [N+](=O)([O-])C1=CC=C(C=C1)OC(C(=CC1=C(C=CC=C1)N)C)=O (3-(2-aminophenyl)-2-methyl-2-propenoic acid p-nitrophenyl ester), crystal. As a reaction SMILES: C(N[C:10](=[O:25])[C:11]([CH3:24])=[CH:12][C:13]1[CH:18]=[C:17](OC)[C:16](OC)=[CH:15][C:14]=1[NH2:23])CC1C=CC=CC=1.NC1C=CC=CC=1C=C(C)C(O)=O.[CH:39]1[C:44]([N+:45]([O-:47])=[O:46])=[CH:43][CH:42]=[C:41]([OH:48])[CH:40]=1.Cl.C(N=C=NCCCN(C)C)C>CN(C1C=CC=CN=1)C.ClCCl>[N+:45]([C:44]1[CH:39]=[CH:40][C:41]([O:48][C:10](=[O:25])[C:11]([CH3:24])=[CH:12][C:13]2[CH:18]=[CH:17][CH:16]=[CH:15][C:14]=2[NH2:23])=[CH:42][CH:43]=1)([O-:47])=[O:46] |f:3.4|. Reactants: Cl.C(C)N=C=NCCCN(C)C (1-ethyl-3-(3-dimethylaminopropyl)-carbodiimide hydrochloride), C(CC1=CC=CC=C1)NC(C(=CC1=C(C=C(C(=C1)OC)OC)N)C)=O (3-(2-amino-4,5-dimethoxyphenyl)-2-methyl-2-propenoic acid phenethyl amide), NC1=C(C=CC=C1)C=C(C(=O)O)C (3-(2-aminophenyl)-2-methyl-2-propenoic acid), C1=CC(=CC=C1[N+](=O)[O-])O (p-nitrophenol). Reagents/catalysts: CN(C)C1=NC=CC=C1 (dimethylaminopyridine). The yield is 91.0%. The solvent is ClCCl (dichloromethane). The reactants are CS(=O)C (dimethylsulfoxide), [OH-].[K+] (potassium hydroxide), ClC1=C(C=C(C=C1)Cl)C(F)(F)F (2,5-dichlorobenzotrifluoride), [OH-].[K+] (KOH). Solvent: C(C)(C)(C)O (tert-butanol). Conditions: time 24 hour. Product: ClC1=CC(=C(C=C1)O)C(F)(F)F (4-chloro-2-trifluoromethylphenol). As a reaction SMILES: CS(C)=O.[OH-:5].[K+].Cl[C:8]1[CH:13]=[CH:12][C:11]([Cl:14])=[CH:10][C:9]=1[C:15]([F:18])([F:17])[F:16]>C(O)(C)(C)C>[Cl:14][C:11]1[CH:12]=[CH:13][C:8]([OH:5])=[C:9]([C:15]([F:18])([F:17])[F:16])[CH:10]=1 |f:1.2|. Reported procedure: To a 300 ml, 3-necked flask fitted with a stirrer, condenser, thermometer and drying tube is added dimethylsulfoxide (100 ml), tert-butanol (20 ml), powdered potassium hydroxide (KOH) pellets (85%, 30 g) and 2,5-dichlorobenzotrifluoride (21.5 g, 0.10 mole). The reaction mixture is warmed to 71°-73° C. for 60 hours, then additional KOH (10 g) is added and heating is continued at 73°-75° C. for 24 hours. The reaction mixture is cooled and the solvent partially removed by distillation at 0.9 mm, bp... Reactants: [Na] (monosodium), OC1=CC(OC(=C1)C)=O (4-hydroxy-6-methyl-2-pyrone), CSCl (Methanesulfenyl chloride). Run in C(Cl)Cl (methylene chloride), C(Cl)Cl (methylene chloride). Reaction conditions: temperature 25 celsius, time 4 hour. The product is OC1=C(C(OC(=C1)C)=O)SC (4-Hydroxy-6-methyl-3-methylthio-2-pyrone). Isolated yield 58.0%. As a reaction SMILES: [CH3:1][S:2]Cl.[Na].[OH:5][C:6]1[CH:11]=[C:10]([CH3:12])[O:9][C:8](=[O:13])[CH:7]=1>C(Cl)Cl>[OH:5][C:6]1[CH:11]=[C:10]([CH3:12])[O:9][C:8](=[O:13])[C:7]=1[S:2][CH3:1] |^1:3|. Procedure: Methanesulfenyl chloride (21.6 g., 0.261 mol) dissolved in methylene chloride (100 ml.) was added to a rapidly stirred slurry of the monosodium salt of 4-hydroxy-6-methyl-2-pyrone (38.6 g., 0.261 mol) in methylene chloride (500 ml.) over a period of 35 minutes. The reaction temperature was maintained at 25°C. with cooling during the addition; then stirring was continued at ambient temperature for 4 hours. The methylene chloride was removed by distillation in vacuo and the residue triturated with...